Task: describe an organic reaction: reactants, conditions, products, and yield. Dataset: the Open Reaction Database (ORD), a public repository of structured organic reaction records Reported procedure: 2-(2-aminoethoxy)ethanol (Aldrich 0.5 mmol) is treated with NaBH3CN (Aldrich, 200 mg, 3.0 mmol) in 50% aqueous methanol (30 mL). To this solution, acetaldehyde 95% purity (2 mL, 17 mmol) is added in one portion and the mixture is heated at 50° C. for 2 days in a flask under argon. After removal of the solvent under reduced pressure, the residue is dissolved in water, extracted with ethylacetate to give the title compound. RXN SMILES: N[CH2:2][CH2:3][O:4][CH2:5][CH2:6][OH:7].[BH3-][C:9]#[N:10].[Na+].[CH:12](=O)[CH3:13].[CH3:15]O>>[CH2:12]([N:10]([CH2:9][CH3:15])[CH2:2][CH2:3][O:4][CH2:5][CH2:6][OH:7])[CH3:13] |f:1.2|. Product: C(C)N(CCOCCO)CC (2-[2-(diethylamino)ethoxy] ethanol). Conditions: temperature 50 celsius. The reactants are NCCOCCO (2-(2-aminoethoxy)ethanol), [BH3-]C#N.[Na+] (NaBH3CN), CO (methanol), C(C)=O (acetaldehyde). The reactants are COc1ccc(Cn2ncc3c4c(cnc32)CC(C(=O)Nc2ccccc2)CC4)cc1, ClCCl, O=C(O)C(F)(F)F. The product is O=C(Nc1ccccc1)C1CCc2c(cnc3[nH]ncc23)C1. Reaction SMILES: [CH3:1][O:2][c:3]1[cH:4][cH:5][c:6]([CH2:7][n:8]2[n:9][cH:10][c:11]3[c:12]2[n:13][cH:14][c:15]2[c:20]3[CH2:19][CH2:18][CH:17]([C:21](=[O:22])[NH:23][c:24]3[cH:25][cH:26][cH:27][cH:28][cH:29]3)[CH2:16]2)[cH:30][cH:31]1.[Cl:32][CH2:33][Cl:34].[OH:35][C:36]([C:37]([F:38])([F:39])[F:40])=[O:41]>>[nH:8]1[n:9][cH:10][c:11]2[c:12]1[n:13][cH:14][c:15]1[c:20]2[CH2:19][CH2:18][CH:17]([C:21](=[O:22])[NH:23][c:24]2[cH:25][cH:26][cH:27][cH:28][cH:29]2)[CH2:16]1. Run in OS(=O)(=O)O (H2SO4), N1=CC=CC=C1 (pyridine). Procedure details: A solution of 2-(o-methoxyphenylthio)methyl-thiazolidine (5 g) in pyridine (25 ml) is reacted with acetylthioacetylchloride (2.93 g) for a night at room temperature, the reaction mixture is diluted with 2N H2SO4, extracted with ethylether to give after the usual work-up 3α-acetylthioacetyl-2-(o-methoxyphenylthio)methyl-thiazolidine, m.p. 62°-64° C. Reactants: COC1=C(C=CC=C1)SCC1SCCN1 (2-(o-methoxyphenylthio)methyl-thiazolidine), C(C)(=O)CC(=S)Cl (acetylthioacetylchloride). Product: C(C)(=O)CC(=S)N1C(SCC1)CSC1=C(C=CC=C1)OC (3α-acetylthioacetyl-2-(o-methoxyphenylthio)methyl-thiazolidine). As a reaction SMILES: [CH3:1][O:2][C:3]1[CH:8]=[CH:7][CH:6]=[CH:5][C:4]=1[S:9][CH2:10][CH:11]1[NH:15][CH2:14][CH2:13][S:12]1.[C:16]([CH2:19][C:20](Cl)=[S:21])(=[O:18])[CH3:17]>N1C=CC=CC=1.OS(O)(=O)=O>[C:16]([CH2:19][C:20]([N:15]1[CH2:14][CH2:13][S:12][CH:11]1[CH2:10][S:9][C:4]1[CH:5]=[CH:6][CH:7]=[CH:8][C:3]=1[O:2][CH3:1])=[S:21])(=[O:18])[CH3:17]. The reactants are COC(NC=1SC2=C(N1)C(=CC=C2C=C)OC)=O ((4-Methoxy-7-vinyl-benzothiazol-2-yl)-carbamic acid methyl ester), O (water). The solvent is C(CO)O (ethylenglycol). Conditions: temperature 100 celsius, time 3 hour. The product is COC1=CC=C(C2=C1N=C(S2)N)C=C (4-Methoxy-7-vinyl-benzothiazol-2-ylamine). Reaction SMILES: COC(=O)[NH:4][C:5]1[S:6][C:7]2[C:13]([CH:14]=[CH2:15])=[CH:12][CH:11]=[C:10]([O:16][CH3:17])[C:8]=2[N:9]=1.O>C(O)CO>[CH3:17][O:16][C:10]1[C:8]2[N:9]=[C:5]([NH2:4])[S:6][C:7]=2[C:13]([CH:14]=[CH2:15])=[CH:12][CH:11]=1. Procedure: (4-Methoxy-7-vinyl-benzothiazol-2-yl)-carbamic acid methyl ester was dissolved in ethylenglycol/2N KOH (2:1) and stirred at 100° C. for 3 hrs. Then water was added and the mixture was extracted with CH2Cl2, the organic phase was washed with brine and dried over MgSO4. After evaporation the residue was crystallized from CH2Cl2. White crystals (64%); F.p.: 155-159° C. Reactants: BrC1=NC(=CC(=C1C#N)N)N (2-bromo-3-cyano-4,6-diamino pyridine), [N+](=O)(O)[O-] (nitric acid), S(O)(O)(=O)=O (sulphuric acid). The product is BrC1=NC(=C(C(=C1C#N)N)[N+](=O)[O-])N (2-bromo-3-cyano-4,6-diamino-5-nitro pyridine). Reaction SMILES: [Br:1][C:2]1[C:7]([C:8]#[N:9])=[C:6]([NH2:10])[CH:5]=[C:4]([NH2:11])[N:3]=1.[N+:12]([O-])([OH:14])=[O:13].S(=O)(=O)(O)O>>[Br:1][C:2]1[C:7]([C:8]#[N:9])=[C:6]([NH2:10])[C:5]([N+:12]([O-:14])=[O:13])=[C:4]([NH2:11])[N:3]=1. Reported procedure: nitrating the corresponding 2-bromo-3-cyano-4,6-diamino pyridine with a mixture of nitric acid and sulphuric acid at -20° to +40° C to form the corresponding 2-bromo-3-cyano-4,6-diamino-5-nitro pyridine, The reactants are C(C1=CC=CC=C1)(=O)C=1C=C2N=C(C(NC2=CC1)=O)C(F)(F)F (6-benzoyl-3-trifluoromethylquinoxalin-2(1H)-one), P(Br)(Br)Br (phosphorous tribromide), ice water. The product is BrC1=NC2=CC=C(C=C2N=C1C(F)(F)F)C(=O)C1=CC=CC=C1 ((2-Bromo-3-trifluoromethyl-quinoxalin-6-yl)phenyl Methanone). Reaction SMILES: [C:1]([C:9]1[CH:10]=[C:11]2[C:16](=[CH:17][CH:18]=1)[NH:15][C:14](=O)[C:13]([C:20]([F:23])([F:22])[F:21])=[N:12]2)(=[O:8])[C:2]1[CH:7]=[CH:6][CH:5]=[CH:4][CH:3]=1.P(Br)(Br)[Br:25]>>[Br:25][C:14]1[C:13]([C:20]([F:23])([F:22])[F:21])=[N:12][C:11]2[C:16](=[CH:17][CH:18]=[C:9]([C:1]([C:2]3[CH:7]=[CH:6][CH:5]=[CH:4][CH:3]=3)=[O:8])[CH:10]=2)[N:15]=1. Procedure: A mixture of 6-benzoyl-3-trifluoromethylquinoxalin-2(1H)-one (1.0 g, 3.13 mmol) [J. Org. Chem. 57(21). 5630,1992] and 10 ml of phosphorous tribromide was refluxed for 5 hours. The mixture was cooled and poured into ice water and the precipitate was isolated, washed with water and dried. Yield 0.87 g (73%) of the title compound as beige crystals.